Dataset: the Open Reaction Database (ORD), a public repository of structured organic reaction records. Task: describe an organic reaction: reactants, conditions, products, and yield Reactants: ClCCCBr, CCCCNC(=O)C1CC2(NC(=O)NC2=O)c2cc(F)ccc2O1, CN(C)C=O, [H-], [Na+], O. Yields the product CCCCNC(=O)C1CC2(NC(=O)N(CCCCl)C2=O)c2cc(F)ccc2O1. As a reaction SMILES: [Br:30][CH2:31][CH2:32][CH2:33][Cl:34].[CH2:1]([CH2:2][CH2:3][CH3:4])[NH:5][C:6](=[O:7])[CH:8]1[O:9][c:10]2[cH:11][cH:12][c:13]([F:24])[cH:14][c:15]2[C:16]2([CH2:17]1)[NH:18][C:19](=[O:23])[NH:20][C:21]2=[O:22].[CH3:25][N:26]([CH3:27])[CH:28]=[O:29].[H-:36].[Na+:35].[OH2:37]>>[CH2:1]([CH2:2][CH2:3][CH3:4])[NH:5][C:6](=[O:7])[CH:8]1[O:9][c:10]2[cH:11][cH:12][c:13]([F:24])[cH:14][c:15]2[C:16]2([CH2:17]1)[NH:18][C:19](=[O:23])[N:20]([CH2:31][CH2:32][CH2:33][Cl:34])[C:21]2=[O:22]. The reactants are N1N=C(C2=CC=CC=C12)\C=C\1/OC2=C(C1=O)C=CC(=C2CCCN2CCN(CC2)C(=O)OC(C)(C)C)OC (tert-butyl (Z)-4-(3-{2-[(1H-indazol-3-yl)methylene]-6-methoxy-3-oxo-2,3-dihydrobenzofuran-7-yl}propyl)piperazine-1-carboxylate), solution, Cl (hydrogen chloride). The solvent is C(Cl)Cl (methylene chloride), O1CCOCC1 (1,4-dioxane). Reaction conditions: time 2 hour. Product: N1N=C(C2=CC=CC=C12)\C=C\1/OC2=C(C1=O)C=CC(=C2CCCN2CCNCC2)OC ((Z)-2-[(1H-indazol-3-yl)methylene]-6-methoxy-7-[3-(piperazin-1-yl)propyl]benzofuran-3(2H)-one). Yield: 86.1%. As a reaction SMILES: [NH:1]1[C:9]2[C:4](=[CH:5][CH:6]=[CH:7][CH:8]=2)[C:3](/[CH:10]=[C:11]2\[O:12][C:13]3[C:20]([CH2:21][CH2:22][CH2:23][N:24]4[CH2:29][CH2:28][N:27](C(OC(C)(C)C)=O)[CH2:26][CH2:25]4)=[C:19]([O:37][CH3:38])[CH:18]=[CH:17][C:14]=3[C:15]\2=[O:16])=[N:2]1.Cl>C(Cl)Cl.O1CCOCC1>[NH:1]1[C:9]2[C:4](=[CH:5][CH:6]=[CH:7][CH:8]=2)[C:3](/[CH:10]=[C:11]2\[O:12][C:13]3[C:20]([CH2:21][CH2:22][CH2:23][N:24]4[CH2:25][CH2:26][NH:27][CH2:28][CH2:29]4)=[C:19]([O:37][CH3:38])[CH:18]=[CH:17][C:14]=3[C:15]\2=[O:16])=[N:2]1. Procedure details: A solution of tert-butyl (Z)-4-(3-{2-[(1H-indazol-3-yl)methylene]-6-methoxy-3-oxo-2,3-dihydrobenzofuran-7-yl}propyl)piperazine-1-carboxylate (0.0393 g, 0.0758 mmol) in methylene chloride (3 mL) was added with a 4 M solution of hydrogen chloride in 1,4-dioxane (3 mL), and the mixture was stirred at room temperature for 2 hours. The reaction mixture was concentrated, the resulting residue was added with saturated aqueous sodium hydrogencarbonate, and the precipitated solid was collected by filtrat... Reactants: C1CCOC1, Cc1cc(C)c(O)c(C)c1, CCc1cc(Cl)c(C)c(Cl)[n+]1[O-], [H-], [Na+]. The product is CCc1cc(Cl)c(C)c(Oc2c(C)cc(C)cc2C)[n+]1[O-]. As a reaction SMILES: [CH2:25]1[O:26][CH2:27][CH2:28][CH2:29]1.[CH3:1][c:2]1[c:3]([OH:10])[c:4]([CH3:9])[cH:5][c:6]([CH3:8])[cH:7]1.[Cl:13][c:14]1[n+:15]([O-:24])[c:16]([CH2:22][CH3:23])[cH:17][c:18]([Cl:21])[c:19]1[CH3:20].[H-:12].[Na+:11]>>[CH3:1][c:2]1[c:3]([O:10][c:14]2[n+:15]([O-:24])[c:16]([CH2:22][CH3:23])[cH:17][c:18]([Cl:21])[c:19]2[CH3:20])[c:4]([CH3:9])[cH:5][c:6]([CH3:8])[cH:7]1. The product is ClC1=C(OC2=CC3=C(N=C(N=C3)NC3=CC=C(C=C3)F)N(C2=O)C)C(=CC=C1)Cl (6-(2,6-dichlorophenoxy)-2-[(4-fluorophenyl)amino]-8-methylpyrido[2,3-d]pyrimidin-7(8H)-one). The solvent is CN1C(CCC1)=O (1-methyl-2-pyrrolidinone). Starting materials: ClC1=C(OC2=CC3=C(N=C(N=C3)S(=O)(=O)C)N(C2=O)C)C(=CC=C1)Cl (6-(2,6-dichlorophenoxy)-8-methyl-2-(methylsulfonyl)pyrido[2,3-d]pyrimidin-7(8H)-one), FC1=CC=C(N)C=C1 (4-fluoroaniline), CO (Methanol). Procedure: A mixture of 6-(2,6-dichlorophenoxy)-8-methyl-2-(methylsulfonyl)pyrido[2,3-d]pyrimidin-7(8H)-one (see Example 12-Step A-B, (replacing methyl 2-fluorophenoxyacetate with methyl 2,6-dichlorophenoxyacetate) 0.35 g, 1 mmol) and 4-fluoroaniline (0.284 mL, 3 mmol) in 0.5 mL 1-methyl-2-pyrrolidinone was stirred at 110° C. for 12 hours and then cooled to room temperature. Methanol (2 mL) was added and the suspension was stirred for 30 minutes. Filtration and washing of the precipitate thoroughly with me... Reaction conditions: temperature 110 celsius, time 12 hour. Reaction SMILES: [Cl:1][C:2]1[CH:24]=[CH:23][CH:22]=[C:21]([Cl:25])[C:3]=1[O:4][C:5]1[C:18](=[O:19])[N:17]([CH3:20])[C:8]2[N:9]=[C:10](S(C)(=O)=O)[N:11]=[CH:12][C:7]=2[CH:6]=1.[F:26][C:27]1[CH:33]=[CH:32][C:30]([NH2:31])=[CH:29][CH:28]=1.CO>CN1CCCC1=O>[Cl:1][C:2]1[CH:24]=[CH:23][CH:22]=[C:21]([Cl:25])[C:3]=1[O:4][C:5]1[C:18](=[O:19])[N:17]([CH3:20])[C:8]2[N:9]=[C:10]([NH:31][C:30]3[CH:32]=[CH:33][C:27]([F:26])=[CH:28][CH:29]=3)[N:11]=[CH:12][C:7]=2[CH:6]=1. RXN SMILES: [C:25]([OH:26])(=[O:27])[CH3:28].[Cl:1][c:2]1[n:3][c:4]([N:13]2[CH2:14][CH2:15][O:16][CH2:17][CH2:18]2)[c:5]2[c:6]([n:7]1)[s:8][c:9]([CH:11]=[O:12])[cH:10]2.[Cl:29][CH2:30][CH2:31][Cl:32].[NH:19]1[CH2:20][CH:21]([OH:24])[CH2:22][CH2:23]1>>[Cl:1][c:2]1[n:3][c:4]([N:13]2[CH2:14][CH2:15][O:16][CH2:17][CH2:18]2)[c:5]2[c:6]([n:7]1)[s:8][c:9]([CH2:11][N:19]1[CH2:20][CH:21]([OH:24])[CH2:22][CH2:23]1)[cH:10]2. Product: OC1CCN(Cc2cc3c(N4CCOCC4)nc(Cl)nc3s2)C1. Reactants: CC(=O)O, O=Cc1cc2c(N3CCOCC3)nc(Cl)nc2s1, ClCCCl, OC1CCNC1. The reactants are COC(=O)CC(c1ccccc1)c1ccc(OC)c(S(=O)(=O)O)c1, CN1CCN(C)C1=O, O, O=P(Cl)(Cl)Cl, c1ccncc1. Yields the product COC(=O)CC(c1ccccc1)c1ccc(OC)c(S(=O)(=O)Cl)c1. Reaction SMILES: [CH3:1][O:2][C:3]([CH2:4][CH:5]([c:6]1[cH:7][cH:8][cH:9][cH:10][cH:11]1)[c:12]1[cH:13][c:14]([S:20](=[O:21])(=[O:22])[OH:23])[c:15]([O:18][CH3:19])[cH:16][cH:17]1)=[O:24].[CH3:37][N:38]1[CH2:39][CH2:40][N:41]([CH3:42])[C:43]1=[O:44].[OH2:36].[P:25]([Cl:26])([Cl:27])([Cl:28])=[O:29].[cH:30]1[cH:31][cH:32][n:33][cH:34][cH:35]1>>[CH3:1][O:2][C:3]([CH2:4][CH:5]([c:6]1[cH:7][cH:8][cH:9][cH:10][cH:11]1)[c:12]1[cH:13][c:14]([S:20](=[O:21])(=[O:22])[Cl:27])[c:15]([O:18][CH3:19])[cH:16][cH:17]1)=[O:24]. The reactants are Cc1ccc(-c2nc(COC3CCCC(COC4(C(=O)OC(C)(C)C)CCCC4)C3)c(C)o2)cc1, O=C(O)C(F)(F)F. Product: Cc1ccc(-c2nc(COC3CCCC(COC4(C(=O)O)CCCC4)C3)c(C)o2)cc1. As a reaction SMILES: [CH3:1][c:2]1[c:3]([CH2:14][O:15][CH:16]2[CH2:17][CH:18]([CH2:22][O:23][C:24]3([C:29](=[O:30])[O:31][C:32]([CH3:33])([CH3:34])[CH3:35])[CH2:25][CH2:26][CH2:27][CH2:28]3)[CH2:19][CH2:20][CH2:21]2)[n:4][c:5](-[c:7]2[cH:8][cH:9][c:10]([CH3:13])[cH:11][cH:12]2)[o:6]1.[OH:36][C:37]([C:38]([F:39])([F:40])[F:41])=[O:42]>>[CH3:1][c:2]1[c:3]([CH2:14][O:15][CH:16]2[CH2:17][CH:18]([CH2:22][O:23][C:24]3([C:29](=[O:30])[OH:31])[CH2:25][CH2:26][CH2:27][CH2:28]3)[CH2:19][CH2:20][CH2:21]2)[n:4][c:5](-[c:7]2[cH:8][cH:9][c:10]([CH3:13])[cH:11][cH:12]2)[o:6]1. The reactants are ON1N=NC2=C1C=CC=C2 (1-hydroxybenzotriazole), C(C)(C)N(CC)C(C)C (diisopropylethylamine), Cl.C(C)N=C=NCCCN(C)C (1-ethyl-3-(3′-dimethylaminopropyl)carbodiimide hydrochloride), FC(C(=O)O)(F)F (trifluoroacetic acid), C(C)(C)(C)OC(C1=C(C=C(C(=C1)C1=NC(=NC(=C1)SCCC(NCCOCCN)=O)N)C)C)=O (5-(2-Amino-6-{2-[2-(2-aminoethoxy)ethylcarbamoyl]ethylsulfanyl}pyrimidin-4-yl)-2,4-dimethylbenzoic acid tert-butyl ester), ON1N=NC2=C1C=CC=C2 (1-hydroxybenzotriazole), C(C)(C)N(CC)C(C)C (diisopropylethylamine), Cl.C(C)N=C=NCCCN(C)C (1-ethyl-3-(3′-dimethylaminopropyl)carbodiimide hydrochloride). Run in ClCCl (dichloromethane). Reaction conditions: time 2 hour. The product is NC1=NC=2C3=C(C=C(C(C(NCCOCCNC(CCSC(=N1)C2)=O)=O)=C3)C)C (4-amino-20,22-dimethyl-14-oxa-7-thia-3,5,11,17-tetraazatricyclo[17.3.1.12,6]tetracosa-1(22),2(24),3,5,19(23),20-hexaene-10,18-dione). Yield: 3.0%. Reaction SMILES: C([O:5][C:6](=O)[C:7]1[CH:12]=[C:11]([C:13]2[CH:18]=[C:17]([S:19][CH2:20][CH2:21][C:22](=[O:30])[NH:23][CH2:24][CH2:25][O:26][CH2:27][CH2:28][NH2:29])[N:16]=[C:15]([NH2:31])[N:14]=2)[C:10]([CH3:32])=[CH:9][C:8]=1[CH3:33])(C)(C)C.FC(F)(F)C(O)=O.ON1C2C=CC=CC=2N=N1.C(N(C(C)C)CC)(C)C.Cl.C(N=C=NCCCN(C)C)C>ClCCl>[NH2:31][C:15]1[N:16]=[C:17]2[CH:18]=[C:13]([C:11]3[CH:12]=[C:7]([C:6](=[O:5])[NH:29][CH2:28][CH2:27][O:26][CH2:25][CH2:24][NH:23][C:22](=[O:30])[CH2:21][CH2:20][S:19]2)[C:8]([CH3:33])=[CH:9][C:10]=3[CH3:32])[N:14]=1 |f:4.5|. Reported procedure: 5-(2-Amino-6-{2-[2-(2-aminoethoxy)ethylcarbamoyl]ethylsulfanyl}pyrimidin-4-yl)-2,4-dimethylbenzoic acid tert-butyl ester (78 mg, 0.159 mmol) obtained in Step 1 above was dissolved in dichloromethane (3 ml), and then trifluoroacetic acid (1 ml) was added thereto. After this solution was stirred at room temperature for two hours, the solvent was distilled off under reduced pressure. The resulting crude product was dissolved in a mixed solvent of N,N-dimethylformamide (25 ml) and tetrahydrofuran (7...